The task is: describe an organic reaction: reactants, conditions, products, and yield. This data is from the Open Reaction Database (ORD), a public repository of structured organic reaction records. Starting materials: [N-]=[N+]=[N-] (azide), CC1=CC=C(C=C1)S(=O)(=O)OCC1OC2=C(C1)C=CC=C2C2=CC=CC=C2 ((±)-(7-phenyl-2,3-dihydro-1-benzofuran-2-yl)methyl 4-methylbenzenesulfonate), C1(=CC=CC=C1)C1=CC=CC=2CC(OC21)CN=[N+]=[N-] ((±)-(7-phenyl-2,3-dihydro-1-benzofuran-2-yl)methyl azide), [N-]=[N+]=[N-].[Na+] (sodium azide), Intermediate 98, hydrochloride salt. The reagents and catalysts are [Pd] (palladium on carbon). Product: C1(=CC=CC=C1)C1=CC=CC=2CC(OC21)CN ((±)-1-(7-phenyl-2,3-dihydro-1-benzofuran-2-yl)methanamine). The yield is 65.0%. Reaction SMILES: CC1C=CC(S(OCC2CC3C=CC=C(C4C=CC=CC=4)C=3O2)(=O)=O)=CC=1.[N-]=[N+]=[N-].[Na+].[C:32]1([C:38]2[C:46]3[O:45][CH:44]([CH2:47][N:48]=[N+]=[N-])[CH2:43][C:42]=3[CH:41]=[CH:40][CH:39]=2)[CH:37]=[CH:36][CH:35]=[CH:34][CH:33]=1.[N-]=[N+]=[N-]>[Pd]>[C:32]1([C:38]2[C:46]3[O:45][CH:44]([CH2:47][NH2:48])[CH2:43][C:42]=3[CH:41]=[CH:40][CH:39]=2)[CH:33]=[CH:34][CH:35]=[CH:36][CH:37]=1 |f:1.2|. Procedure: Treatment of (±)-(7-phenyl-2,3-dihydro-1-benzofuran-2-yl)methyl 4-methylbenzenesulfonate (0.40 g, 1.06 mmol) with sodium azide (0.17 g, 2.65 mmol) generally according to the procedure described for Intermediate 98 provided (±)-(7-phenyl-2,3-dihydro-1-benzofuran-2-yl)methyl azide. Treatment of the azide with palladium on carbon (0.025 g, 10 wt. %) generally according to the procedure described for Example 1 afforded 0.181 g (65%) of (±)-1-(7-phenyl-2,3-dihydro-1-benzofuran-2-yl)methanamine as a w... The reactants are Cc1ccccc1, CSc1nccc(N2CCCn3c2cc(-c2ccccc2)cc3=O)n1, CC(C)(C)[O-], CSc1nccc(Cl)n1, [Na+], O=c1cc(-c2ccccc2)cc2n1CCN2, c1ccc(P(c2ccccc2)c2ccc3ccccc3c2-c2c(P(c3ccccc3)c3ccccc3)ccc3ccccc23)cc1. Product: CSc1nccc(N2CCn3c2cc(-c2ccccc2)cc3=O)n1. RXN SMILES: [CH3:103][c:104]1[cH:105][cH:106][cH:107][cH:108][cH:109]1.[CH3:1][S:2][c:3]1[n:4][cH:5][cH:6][c:7]([N:9]2[c:10]3[n:11]([c:15](=[O:25])[cH:16][c:17](-[c:19]4[cH:20][cH:21][cH:22][cH:23][cH:24]4)[cH:18]3)[CH2:12][CH2:13][CH2:14]2)[n:8]1.[CH3:42][C:43]([CH3:44])([O-:45])[CH3:46].[Cl:94][c:95]1[cH:96][cH:97][n:98][c:99]([S:100][CH3:101])[n:102]1.[Na+:47].[c:26]1(-[c:27]2[cH:28][c:29]3[n:33]([c:34](=[O:35])[cH:36]2)[CH2:32][CH2:31][NH:30]3)[cH:37][cH:38][cH:39][cH:40][cH:41]1.[cH:48]1[cH:49][cH:50][c:51]([P:52]([c:53]2[cH:54][cH:55][c:56]3[c:57]([cH:58][cH:59][cH:60][cH:61]3)[c:62]2-[c:63]2[c:64]3[c:65]([cH:66][cH:67][cH:68][cH:69]3)[cH:70][cH:71][c:72]2[P:73]([c:74]2[cH:75][cH:76][cH:77][cH:78][cH:79]2)[c:80]2[cH:81][cH:82][cH:83][cH:84][cH:85]2)[c:86]2[cH:87][cH:88][cH:89][cH:90][cH:91]2)[cH:92][cH:93]1>>[CH3:1][S:2][c:3]1[n:4][cH:5][cH:6][c:7]([N:9]2[c:10]3[n:11]([c:15](=[O:25])[cH:16][c:17](-[c:19]4[cH:20][cH:21][cH:22][cH:23][cH:24]4)[cH:18]3)[CH2:12][CH2:14]2)[n:8]1. Starting materials: S(=O)=O (Sulfur dioxide), C(CC1=CC=CC=C1)C1=C(C(=O)O)C=CC=C1 (o-phenethylbenzoic acid), C(=O)(C(F)(F)F)O (TFA), BrBr (bromine). Run in C1(=CC=CC=C1)C.CCCCCC (toluene hexane), CCOCC (Et2O). Reaction conditions: temperature -28 celsius, time 17 hour. Product: BrC1=CC=C(CCC2=C(C(=O)O)C=CC=C2)C=C1 (2-(p-bromophenethyl)benzoic acid). As a reaction SMILES: S(=O)=O.C(O)(C(F)(F)F)=O.[Br:11]Br.[CH2:13]([C:21]1[CH:29]=[CH:28][CH:27]=[CH:26][C:22]=1[C:23]([OH:25])=[O:24])[CH2:14][C:15]1[CH:20]=[CH:19][CH:18]=[CH:17][CH:16]=1>C1(C)C=CC=CC=1.CCCCCC.CCOCC>[Br:11][C:18]1[CH:17]=[CH:16][C:15]([CH2:14][CH2:13][C:21]2[CH:29]=[CH:28][CH:27]=[CH:26][C:22]=2[C:23]([OH:25])=[O:24])=[CH:20][CH:19]=1 |f:4.5|. Procedure details: Sulfur dioxide (625 mL) was condensed into a large flask with a dry ice condenser to this flask was added TFA (10 mL) and bromine (2 equiv). When the solution temperature reached -50°, o-phenethylbenzoic acid was added. The reaction was stirred at -28° C. for 17 hours. The SO2 and excess bromine were evaporated off at room temperature over a 2 hour period leaving slightly yellow solid. A 30 g sample was dissolved in hot toluene-hexane (100 mL of 2:3) with a few mL of Et2O. The solution was coole... Starting materials: FC1=C(C=CC=C1)C1=CC(=C(C(=C1)C)N)[N+](=O)[O-] (2′-Fluoro-5-methyl-3-nitro-biphenyl-4-ylamine), N(=O)[O-].[Na+] (sodium nitrite), Cl (hydrochloric acid). Solvent: C(C)(=O)O (acetic acid). Product: FC1=C(C=CC=C1)C1=CC(=C(C(=C1)C)NO)[N+](=O)[O-] (N-(2′-Fluoro-5-methyl-3-nitro-biphenyl-4-yl)-hydroxylamine). Reaction SMILES: [F:1][C:2]1[CH:7]=[CH:6][CH:5]=[CH:4][C:3]=1[C:8]1[CH:13]=[C:12]([CH3:14])[C:11]([NH2:15])=[C:10]([N+:16]([O-:18])=[O:17])[CH:9]=1.N([O-])=[O:20].[Na+].Cl>C(O)(=O)C>[F:1][C:2]1[CH:7]=[CH:6][CH:5]=[CH:4][C:3]=1[C:8]1[CH:13]=[C:12]([CH3:14])[C:11]([NH:15][OH:20])=[C:10]([N+:16]([O-:18])=[O:17])[CH:9]=1 |f:1.2|. Procedure details: Reflux of a combination of starting compounds 4-Bromo-2-methyl-6-nitro-phenylamine 160 and aromatic boronic acid 161 in the presence of Pd(Ph3P)4, K3PO4, Benzene, dimethylformamide gives rise to intermediate 2′-Fluoro-5-methyl-3-nitro-biphenyl-4-ylamine 162. Tricyclic intermediate 5-(2-Fluoro-phenyl)-7-nitro-2H-indazole 165 is formed from intermediate 162 by using one of two reactions. One reaction involves treating intermediate 162 with sodium nitrite, acetic acid, and hydrochloric acid to form... The reactants are Cl (Hydrochloric acid), NC1=NC(=NS1)C(C(=O)NC1[C@@H]2N(C(=C(CS2)CCl)C(=O)OC(C2=CC=CC=C2)C2=CC=CC=C2)C1=O)=NOCC=C (benzhydryl 7-[2-(5-amino-1,2,4-thiadiazol-3-yl)-2-allyloxyiminoacetamido]-3-chloromethyl-3-cephem-4-carboxylate), [Cl-].[Na+] (sodium chloride), C(C)(=O)S\C=C/C1=CC=CC=C1 ((Z)-2-acetylthiovinylbenzene), C[O-].[Na+] (sodium methoxide). Solvent: CO (methanol), O1CCCC1 (tetrahydrofuran), O1CCCC1 (tetrahydrofuran), C(C)(=O)OCC (Ethyl acetate), O1CCCC1 (tetrahydrofuran). Reaction conditions: temperature 0 celsius, time 30 minute. Product: NC1=NC(=NS1)C(C(=O)NC1[C@@H]2N(C(=C(CS2)CS\C=C/C2=CC=CC=C2)C(=O)OC(C2=CC=CC=C2)C2=CC=CC=C2)C1=O)=NOCC=C (benzhydryl 7-[2-(5-amino-1,2,4-thiadiazol-3-yl)-2-allyloxyiminoacetamido]-3-[(Z)-2-phenylvinylthiomethyl]-3-cephem-4-carboxylate). Yield: 46.7%. As a reaction SMILES: [C:1]([S:4]/[CH:5]=[CH:6]\[C:7]1[CH:12]=[CH:11][CH:10]=[CH:9][CH:8]=1)(=O)[CH3:2].C[O-].[Na+].[NH2:16][C:17]1[S:21][N:20]=[C:19]([C:22](=[N:53][O:54][CH2:55][CH:56]=[CH2:57])[C:23]([NH:25][CH:26]2[C:51](=[O:52])[N:28]3[C:29]([C:35]([O:37][CH:38]([C:45]4[CH:50]=[CH:49][CH:48]=[CH:47][CH:46]=4)[C:39]4[CH:44]=[CH:43][CH:42]=[CH:41][CH:40]=4)=[O:36])=C(CCl)[CH2:31][S:32][C@H:27]23)=[O:24])[N:18]=1.Cl.[Cl-].[Na+]>O1CCCC1.CO.C(OCC)(=O)C>[NH2:16][C:17]1[S:21][N:20]=[C:19]([C:22](=[N:53][O:54][CH2:55][CH:56]=[CH2:57])[C:23]([NH:25][CH:26]2[C:51](=[O:52])[N:28]3[C:29]([C:35]([O:37][CH:38]([C:39]4[CH:40]=[CH:41][CH:42]=[CH:43][CH:44]=4)[C:45]4[CH:50]=[CH:49][CH:48]=[CH:47][CH:46]=4)=[O:36])=[C:2]([CH2:1][S:4]/[CH:5]=[CH:6]\[C:7]4[CH:12]=[CH:11][CH:10]=[CH:9][CH:8]=4)[CH2:31][S:32][C@H:27]23)=[O:24])[N:18]=1 |f:1.2,5.6|. Procedure: To a solution of (Z)-2-acetylthiovinylbenzene (500 mg) in tetrahydrofuran (5 ml) was dropwise added a solution of sodium methoxide (13.9 mg) in a mixture of methanol (358 mg) and tetrahydrofuran (2 ml) under ice-cooling. The mixture was stirred for 30 minutes under the same condition. The resulting solution was dropwise added to a solution of benzhydryl 7-[2-(5-amino-1,2,4-thiadiazol-3-yl)-2-allyloxyiminoacetamido]-3-chloromethyl-3-cephem-4-carboxylate (syn isomer) (1.46 g) in tetrahydrofuran (2... Reactants: ClC1=CC=C(CC=2N=C(C3=C(N2)OC(=N3)C3=CC(=C(C(=C3)C)OC)C)C(C)C)C=C1 (5-(4-chlorobenzyl)-7-isopropyl-2-(4-methoxy-3,5-dimethylphenyl)oxazolo[5,4-d]pyrimidine), B(Br)(Br)Br (boron tribromide). The product is ClC1=CC=C(CC=2N=C(C3=C(N2)OC(=N3)C3=CC(=C(C(=C3)C)O)C)C(C)C)C=C1 (4-[5-(4-Chlorobenzyl)-7-isopropyloxazolo[5,4-d]pyrimidin-2-yl]-2,6-dimethylphenol). The yield is 70.0%. RXN SMILES: [Cl:1][C:2]1[CH:30]=[CH:29][C:5]([CH2:6][C:7]2[N:8]=[C:9]([CH:26]([CH3:28])[CH3:27])[C:10]3[N:15]=[C:14]([C:16]4[CH:21]=[C:20]([CH3:22])[C:19]([O:23]C)=[C:18]([CH3:25])[CH:17]=4)[O:13][C:11]=3[N:12]=2)=[CH:4][CH:3]=1.B(Br)(Br)Br>>[Cl:1][C:2]1[CH:30]=[CH:29][C:5]([CH2:6][C:7]2[N:8]=[C:9]([CH:26]([CH3:27])[CH3:28])[C:10]3[N:15]=[C:14]([C:16]4[CH:21]=[C:20]([CH3:22])[C:19]([OH:23])=[C:18]([CH3:25])[CH:17]=4)[O:13][C:11]=3[N:12]=2)=[CH:4][CH:3]=1. Reported procedure: Analogously to example 1 (e), the reaction of 170 mg of 5-(4-chlorobenzyl)-7-isopropyl-2-(4-methoxy-3,5-dimethylphenyl)oxazolo[5,4-d]pyrimidine with boron tribromide gave 115 mg (70%) of the title compound.